From a dataset of the Open Reaction Database (ORD), a public repository of structured organic reaction records. describe an organic reaction: reactants, conditions, products, and yield Reactants: O=C([O-])[O-], COc1cc(N2CCN(C(=O)CCl)CC2)ccc1Cl, [Cs+], [Cs+], CN(C)C=O, O=C1NC(c2ccccc2)CO1. Yields the product COc1cc(N2CCN(C(=O)CN3C(=O)OCC3c3ccccc3)CC2)ccc1Cl. RXN SMILES: [C:32](=[O:33])([O-:34])[O-:35].[Cl:1][CH2:2][C:3](=[O:4])[N:5]1[CH2:6][CH2:7][N:8]([c:11]2[cH:12][c:13]([O:18][CH3:19])[c:14]([Cl:17])[cH:15][cH:16]2)[CH2:9][CH2:10]1.[Cs+:36].[Cs+:37].[O:38]=[CH:39][N:40]([CH3:41])[CH3:42].[c:20]1([CH:26]2[NH:27][C:28](=[O:31])[O:29][CH2:30]2)[cH:21][cH:22][cH:23][cH:24][cH:25]1>>[CH2:2]([C:3](=[O:4])[N:5]1[CH2:6][CH2:7][N:8]([c:11]2[cH:12][c:13]([O:18][CH3:19])[c:14]([Cl:17])[cH:15][cH:16]2)[CH2:9][CH2:10]1)[N:27]1[CH:26]([c:20]2[cH:21][cH:22][cH:23][cH:24][cH:25]2)[CH2:30][O:29][C:28]1=[O:31].